From a dataset of the Open Reaction Database (ORD), a public repository of structured organic reaction records. describe an organic reaction: reactants, conditions, products, and yield The reactants are CC(C)(O)CN, O=C(Cl)c1ccc2c(=O)c3cccc(Cl)c3ccc2c1, C1CCOC1. Yields the product O=C(O)c1ccc2c(=O)c3cccc(Cl)c3ccc2c1. Reaction SMILES: [CH3:21][C:22]([OH:23])([CH3:24])[CH2:25][NH2:26].[Cl:1][C:2](=[O:3])[c:4]1[cH:5][c:6]2[c:7]([c:8](=[O:18])[c:9]3[c:10]([cH:11][cH:12]2)[c:13]([Cl:17])[cH:14][cH:15][cH:16]3)[cH:19][cH:20]1.[O:27]1[CH2:28][CH2:29][CH2:30][CH2:31]1>>[C:2](=[O:3])([c:4]1[cH:5][c:6]2[c:7]([c:8](=[O:18])[c:9]3[c:10]([cH:11][cH:12]2)[c:13]([Cl:17])[cH:14][cH:15][cH:16]3)[cH:19][cH:20]1)[OH:23]. Product: CCOC=C(C(=O)c1ccc(S(F)(F)(F)(F)F)cc1)C(=O)C1CC1. The reactants are CCOC(OCC)OCC, CC(=O)OC(C)=O, O=C(CC(=O)C1CC1)c1ccc(S(F)(F)(F)(F)F)cc1. Reaction SMILES: [CH2:21]([CH3:22])[O:23][CH:24]([O:25][CH2:26][CH3:27])[O:28][CH2:29][CH3:30].[CH3:31][C:32]([O:33][C:34](=[O:35])[CH3:36])=[O:37].[CH:1]1([C:4]([CH2:5][C:6](=[O:7])[c:8]2[cH:9][cH:10][c:11]([S:14]([F:15])([F:16])([F:17])([F:18])[F:19])[cH:12][cH:13]2)=[O:20])[CH2:2][CH2:3]1>>[CH:1]1([C:4]([C:5]([C:6](=[O:7])[c:8]2[cH:9][cH:10][c:11]([S:14]([F:15])([F:16])([F:17])([F:18])[F:19])[cH:12][cH:13]2)=[CH:24][O:23][CH2:21][CH3:22])=[O:20])[CH2:2][CH2:3]1. Reactants: [N+](=O)([O-])[O-].[Ag+] (silver nitrate), C(CCCCCC(C)(C)C)(=O)O (neodecanoic acid), [OH-].[Na+] (sodium hydroxide). Solvent: O (water), O (water), O (water). Product: [N+](=O)([O-])[O-].[Ag+] (silver nitrate), C(CCCCCC(C)(C)C)(=O)[O-].[Ag+] (silver neodecanoate). Reaction SMILES: [C:1]([OH:12])(=[O:11])[CH2:2][CH2:3][CH2:4][CH2:5][CH2:6][C:7]([CH3:10])([CH3:9])[CH3:8].[OH-].[Na+].[N+:15]([O-:18])([O-:17])=[O:16].[Ag+:19]>O>[N+:15]([O-:18])([O-:17])=[O:16].[Ag+:19].[C:1]([O-:12])(=[O:11])[CH2:2][CH2:3][CH2:4][CH2:5][CH2:6][C:7]([CH3:8])([CH3:9])[CH3:10].[Ag+:19] |f:1.2,3.4,6.7,8.9|. Procedure: Sodium neodecanoate is formed by reacting 31.1 gm of neodecanoic acid with 7.2 gm of sodium hydroxide. The solution is diluted to 500 ml. with water. An aqueous solution of silver nitrate is prepared by dissolving 30.6 gm of silver nitrate in distilled water the diluting with water to a total volume of 500 ml. The two aqueous solutions are mixed, resulting in the formation of silver neodecanoate, which precipitates from the solution. The solids are filtered, washed with distilled water, and drie... The reactants are BrC=1C=CC\2=C(\N=C(/C\C(=C2)\C(N(CCC)CCC)=O)\NC(OC(C)(C)C)=O)C1 (tert-butyl (1E,4E)-8-bromo-4-(dipropylcarbamoyl)-3H-benzo[b]azepin-2-ylcarbamate), C(C)OC(=O)C1=CC=C(C=C1)B(O)O (4-(ethoxycarbonyl)phenylboronic acid). The product is N/C=1/C\C(=C/C2=C(\N1)C=C(C=C2)C2=CC=C(C(=O)OCC)C=C2)\C(N(CCC)CCC)=O (ethyl 4-((1E,4E)-2-amino-4-(dipropylcarbamoyl)-3H-benzo[b]azepin-8-yl)benzoate). RXN SMILES: Br[C:2]1[CH:3]=[CH:4][C:5]2=[C:6]([CH:29]=1)[N:7]=[C:8]([NH:21]C(=O)OC(C)(C)C)[CH2:9][C:10]([C:12](=[O:20])[N:13]([CH2:17][CH2:18][CH3:19])[CH2:14][CH2:15][CH3:16])=[CH:11]2.[CH2:30]([O:32][C:33]([C:35]1[CH:40]=[CH:39][C:38](B(O)O)=[CH:37][CH:36]=1)=[O:34])[CH3:31]>>[NH2:21][C:8]1[CH2:9][C:10]([C:12](=[O:20])[N:13]([CH2:14][CH2:15][CH3:16])[CH2:17][CH2:18][CH3:19])=[CH:11][C:5]2[CH:4]=[CH:3][C:2]([C:38]3[CH:39]=[CH:40][C:35]([C:33]([O:32][CH2:30][CH3:31])=[O:34])=[CH:36][CH:37]=3)=[CH:29][C:6]=2[N:7]=1. Reported procedure: The title compound was prepared by the procedures as described in Example 124 (Step F) and Example 101 (Step I) using tert-butyl (1E,4E)-8-bromo-4-(dipropylcarbamoyl)-3H-benzo[b]azepin-2-ylcarbamate and 4-(ethoxycarbonyl)phenylboronic acid. MS APCI (+) m/z 434 (M+1) detected; 1H-NMR (400 MHz, CDCl3) δ 8.11 (d, 2H), 7.72 (d, 2H), 7.54 (d, 1H), 7.38 (d, 1H), 7.34 (dd, 1H), 6.84 (s, 1H), 4.40 (q, 2H), 3.47 (br s, 4H), 2.83 (s, 2H), 1.62-1.72 (m, 4H), 1.42 (t, 3H), 0.94 (t, 6H).